This data is from the Open Reaction Database (ORD), a public repository of structured organic reaction records. The task is: describe an organic reaction: reactants, conditions, products, and yield Reactants: [H-].[Na+] (Sodium hydride), C(C)C(C(=O)OCC)C(=O)OCC (diethyl ethylmalonate), O1CCCC1 (tetrahydrofuran), BrCC(=O)OCC (ethyl bromoacetate). Run at time 2 hour. The product is C(C)C(CO)(CCO)CO (2-Ethyl-2-(hydroxymethyl)butane-1,4-diol). Reaction SMILES: [CH2:1]([CH:3]([C:9]([O:11]CC)=O)[C:4]([O:6]CC)=O)[CH3:2].[H-].[Na+].Br[CH2:17][C:18](OCC)=O.[O:23]1CCCC1>>[CH2:17]([C:3]([CH2:4][OH:6])([CH2:1][CH2:2][OH:23])[CH2:9][OH:11])[CH3:18] |f:1.2|. Procedure details: To a flask were added 1.5 g diethyl ethylmalonate and 80 ml of tetrahydrofuran and the solution was cooled to 5 C. 0.38 g Sodium hydride were added in small portions and the reaction was stirred for 2 hours at 22 C. After cooling to 5 C, 1.6 g of ethyl bromoacetate were added drop wise and the reaction mixture was allowed to stir at 22 C under nitrogen for 16 hours. After quenching with a few drops of water, the solvent was removed and the crude oil was dissolved in 20 ml tert-butanol and 0.91 g... Starting materials: C(C)C(C(CC)O)CCCCCC (4-ethyl-3-decanol), C#CC(CCC)O (1-hexyn-3-ol), C(CCCCCCC\C=C/CCCCCCCC)O (oleyl alcohol). Product: C(C)C(CC(C)O)CCCCCC (4-ethyl-2-decanol). RXN SMILES: [CH2:1]([CH:3]([CH2:8][CH2:9][CH2:10][CH2:11][CH2:12][CH3:13])[CH:4](O)[CH2:5][CH3:6])[CH3:2].C#CC([OH:20])CCC.C(O)CCCCCCC/C=C\CCCCCCCC>>[CH2:1]([CH:3]([CH2:8][CH2:9][CH2:10][CH2:11][CH2:12][CH3:13])[CH2:4][CH:5]([OH:20])[CH3:6])[CH3:2]. Reported procedure: 4-ethyl-3-decanol; 1-hexyn-3-ol and oleyl alcohol. Starting materials: O=[N+]([O-])c1cnc2ccc(Br)cc2c1Cl, CC(=O)O, CC(C)(C#N)c1ccc(N)cc1, O. The product is CC(C)(C#N)c1ccc(Nc2c([N+](=O)[O-])cnc3ccc(Br)cc23)cc1. As a reaction SMILES: [Br:1][c:2]1[cH:3][c:4]2[c:5]([Cl:15])[c:6]([N+:12](=[O:13])[O-:14])[cH:7][n:8][c:9]2[cH:10][cH:11]1.[CH3:29][C:30](=[O:31])[OH:32].[NH2:16][c:17]1[cH:18][cH:19][c:20]([C:23]([C:24]#[N:25])([CH3:26])[CH3:27])[cH:21][cH:22]1.[OH2:28]>>[Br:1][c:2]1[cH:3][c:4]2[c:5]([NH:16][c:17]3[cH:18][cH:19][c:20]([C:23]([C:24]#[N:25])([CH3:26])[CH3:27])[cH:21][cH:22]3)[c:6]([N+:12](=[O:13])[O-:14])[cH:7][n:8][c:9]2[cH:10][cH:11]1.